From a dataset of the Open Reaction Database (ORD), a public repository of structured organic reaction records. describe an organic reaction: reactants, conditions, products, and yield Reactants: C(C)NCCCC(O)C1=CC=C(C=C1)NS(=O)(=O)C (N-(4-(4-(ethylamino)-1-hydroxybutyl)phenyl)methanesulfonamide), C1(CCCC1)CCC(=O)O (3-cyclopentylpropionic acid). The product is C1(CCCC1)CCC(=O)CCNCCCC(O)C1=CC=C(C=C1)NS(=O)(=O)C (N-[4-[4-[(2-Cyclopentylethylcarbonyl)ethylamino]-1-hydroxybutyl]phenyl]methanesulfonamide). Isolated yield 42.8%. Reaction SMILES: [CH2:1]([NH:3][CH2:4][CH2:5][CH2:6][CH:7]([C:9]1[CH:14]=[CH:13][C:12]([NH:15][S:16]([CH3:19])(=[O:18])=[O:17])=[CH:11][CH:10]=1)[OH:8])[CH3:2].[CH:20]1([CH2:25][CH2:26][C:27](O)=[O:28])[CH2:24][CH2:23][CH2:22][CH2:21]1>>[CH:20]1([CH2:25][CH2:26][C:27]([CH2:2][CH2:1][NH:3][CH2:4][CH2:5][CH2:6][CH:7]([C:9]2[CH:10]=[CH:11][C:12]([NH:15][S:16]([CH3:19])(=[O:17])=[O:18])=[CH:13][CH:14]=2)[OH:8])=[O:28])[CH2:24][CH2:23][CH2:22][CH2:21]1. Procedure details: The product from Example 7, Step II was condensed with 3-cyclopentylpropionic acid according to Procedure E (Example 7, Step III). The product was recrystallized from EtOAc-hexane to give N-[4-[4-[(2-Cyclopentylethylcarbonyl)ethylamino]-1-hydroxybutyl]phenyl]methanesulfonamide (42.8%): mp 101°-102° C.; NMR (CDCl3) δ1.13 (m, 5H), 1.63 (m, 13H), 2.3 (m, 2H), 2.99 (d, 3H), 3.39 (m, 4H), 4.72 (m, 1H), 7.07 (s, 1H), 7.24 (m, 4H); MS m/z (relative intensity) 410 (M+, 2.8), 392 (3.2), 331 (11.5), 223 (... Starting materials: ClS(=O)(=O)C1=CC=C(C(=O)O)C=C1 (4-(chlorosulfonyl)benzoic acid), ClC1=CC=C(NC)C=C1 (4-chloro-N-methylaniline). Product: ClC1=CC=C(C=C1)N(S(=O)(=O)C1=CC=C(C(=O)O)C=C1)C (4-(N-(4-chlorophenyl)-N-methylsulfamoyl)benzoic acid). Reaction SMILES: Cl[S:2]([C:5]1[CH:13]=[CH:12][C:8]([C:9]([OH:11])=[O:10])=[CH:7][CH:6]=1)(=[O:4])=[O:3].[Cl:14][C:15]1[CH:22]=[CH:21][C:18]([NH:19][CH3:20])=[CH:17][CH:16]=1>>[Cl:14][C:15]1[CH:22]=[CH:21][C:18]([N:19]([CH3:20])[S:2]([C:5]2[CH:13]=[CH:12][C:8]([C:9]([OH:11])=[O:10])=[CH:7][CH:6]=2)(=[O:4])=[O:3])=[CH:17][CH:16]=1. Procedure: 4-(chlorosulfonyl)benzoic acid (0.5 g, 2.27 mmol) was treated with 4-chloro-N-methylaniline (963 mg, 6.80 mmol) using method A to give 4-(N-(4-chlorophenyl)-N-methylsulfamoyl)benzoic acid as a white solid. Yield: 406 mg (55%). 1H-NMR: 8.11 (d, J=8.5 Hz, 2H), 7.63 (d, J=8.5 Hz, 2H), 7.42 (d, J=8.5 Hz, 2H), 7.14 (d, J=8.5 Hz, 2H), 3.15 (s, 3H). Reactants: [H-].[H-].[H-].[H-].[Li+].[Al+3] (LAH), C(C)C1=CC=C(C=C1)C1=NSC(=C1COC1=C(C(=C(C=C1)CCC(=O)OCC)F)F)C(F)(F)F (ethyl 3-(4-((3-(4-ethylphenyl)-5-(trifluoromethyl)isothiazol-4-yl)methoxy)-2,3-difluorophenyl)propanoate). Product: C(C)C1=CC=C(C=C1)C1=NSC(=C1COC1=C(C(=C(C=C1)CCCO)F)F)C(F)(F)F (3-(4-((3-(4-ethylphenyl)-5-(trifluoromethyl)isothiazol-4-yl)methoxy)-2,3-difluorophenyl)propan-1-ol). As a reaction SMILES: [H-].[H-].[H-].[H-].[Li+].[Al+3].[CH2:7]([C:9]1[CH:14]=[CH:13][C:12]([C:15]2[C:19]([CH2:20][O:21][C:22]3[CH:27]=[CH:26][C:25]([CH2:28][CH2:29][C:30](OCC)=[O:31])=[C:24]([F:35])[C:23]=3[F:36])=[C:18]([C:37]([F:40])([F:39])[F:38])[S:17][N:16]=2)=[CH:11][CH:10]=1)[CH3:8]>>[CH2:7]([C:9]1[CH:14]=[CH:13][C:12]([C:15]2[C:19]([CH2:20][O:21][C:22]3[CH:27]=[CH:26][C:25]([CH2:28][CH2:29][CH2:30][OH:31])=[C:24]([F:35])[C:23]=3[F:36])=[C:18]([C:37]([F:38])([F:40])[F:39])[S:17][N:16]=2)=[CH:11][CH:10]=1)[CH3:8] |f:0.1.2.3.4.5|. Procedure: The title compound was prepared according to the procedure described in Example 111 by LAH reduction of ethyl 3-(4-((3-(4-ethylphenyl)-5-(trifluoromethyl)isothiazol-4-yl)methoxy)-2,3-difluorophenyl)propanoate to afford the desired product as an off-white solid. 1H NMR (400 MHz, CDCl3) δ 7.65 (d, J=8.3 Hz, 2H), 7.32 (d, J=8.1 Hz, 2H), 6.83 (t, J=7.8 Hz, 1H), 6.72 (t, J=7.5 Hz, 1H), 5.08 (s, 2H), 3.71 (q, J=7.0 Hz, 2H), 2.72 (m, 4H), 1.87 (m, J=9.5 Hz, 2H), 1.25 (t, J=9.1 Hz, 3H). Yield: 52.0%. Starting materials: O1C=C(C=C1)C1=CC(=C(C(=C1)C)O)C (4-(furan-3-yl)-2,6-dimethylphenol), O1C=C(C=C1)C1=CC(=C(C(=C1)C)O)C (4-(furan-3-yl)-2,6-dimethylphenol), CO (methanol). RXN SMILES: [O:1]1[CH:5]=[CH:4][C:3]([C:6]2[CH:11]=[C:10]([CH3:12])[C:9]([OH:13])=[C:8]([CH3:14])[CH:7]=2)=[CH:2]1.CO>O1CCCC1.[C].[Pd]>[CH3:12][C:10]1[CH:11]=[C:6]([CH:3]2[CH2:4][CH2:5][O:1][CH2:2]2)[CH:7]=[C:8]([CH3:14])[C:9]=1[OH:13] |f:3.4|. Reaction conditions: time 18 hour. Procedure details: 4-(furan-3-yl)-2,6-dimethylphenol (Compound 6-5) (110 mg, 0.74 mmol) were dissolved in tetrahydrofuran:methanol=1 mL:1 mL. Palladium carbon (15 mg, 15%) was added thereto, followed by stirring under hydrogen balloon for 18 hours. After the completion of the reaction, the reaction mixture was filtered through Celite. The filtrate was concentrated under reduced pressure to obtain 2,6-dimethyl-4-(tetrahydrofuran-3-yl)phenol (74 mg, 72%). The product is CC1=C(C(=CC(=C1)C1COCC1)C)O (2,6-dimethyl-4-(tetrahydrofuran-3-yl)phenol). Reagents/catalysts: [C].[Pd] (Palladium carbon). Solvent: O1CCCC1 (tetrahydrofuran). Reactants: CCOC(=O)CBr, O=C([O-])[O-], CCOC(=O)C(=NO)c1csc(NC(c2ccccc2)(c2ccccc2)c2ccccc2)n1, CN(C)C=O, CCOC(C)=O, Cl, [K+], [K+], O. Product: CCOC(=O)C(=NOC(CC)C(=O)O)c1csc(NC(c2ccccc2)(c2ccccc2)c2ccccc2)n1. As a reaction SMILES: [Br:41][CH2:42][C:43]([O:44][CH2:46][CH3:47])=[O:45].[C:1]([O-:2])([O-:3])=[O:4].[C:8]([c:9]1[cH:10][cH:11][cH:12][cH:13][cH:14]1)([c:15]1[cH:16][cH:17][cH:18][cH:19][cH:20]1)([c:21]1[cH:22][cH:23][cH:24][cH:25][cH:26]1)[NH:27][c:28]1[s:29][cH:30][c:31]([C:33]([C:34](=[O:35])[O:36][CH2:37][CH3:38])=[N:39][OH:40])[n:32]1.[CH3:48][N:49]([CH3:50])[CH:51]=[O:52].[CH3:53][CH2:54][O:55][C:56](=[O:57])[CH3:58].[ClH:7].[K+:5].[K+:6].[OH2:59]>>[C:1]([OH:2])(=[O:4])[CH:48]([O:40][N:39]=[C:33]([c:31]1[cH:30][s:29][c:28]([NH:27][C:8]([c:9]2[cH:10][cH:11][cH:12][cH:13][cH:14]2)([c:15]2[cH:16][cH:17][cH:18][cH:19][cH:20]2)[c:21]2[cH:22][cH:23][cH:24][cH:25][cH:26]2)[n:32]1)[C:34](=[O:35])[O:36][CH2:37][CH3:38])[CH2:46][CH3:47]. The reactants are CCc1cc(C)cnc1N1CCNCC1, CC1COC(=O)N1c1ccc(C(=O)O)cc1, Cl. The product is CCc1cc(C)cnc1N1CCN(C(=O)c2ccc(N3C(=O)OCC3C)cc2)CC1, Cl. As a reaction SMILES: [CH2:18]([CH3:19])[c:20]1[c:21]([N:27]2[CH2:28][CH2:29][NH:30][CH2:31][CH2:32]2)[n:22][cH:23][c:24]([CH3:26])[cH:25]1.[CH3:1][CH:2]1[N:3]([c:8]2[cH:9][cH:10][c:11]([C:12](=[O:13])[OH:14])[cH:15][cH:16]2)[C:4](=[O:7])[O:5][CH2:6]1.[ClH:17]>>[CH3:1][CH:2]1[N:3]([c:8]2[cH:9][cH:10][c:11]([C:12](=[O:14])[N:30]3[CH2:29][CH2:28][N:27]([c:21]4[c:20]([CH2:18][CH3:19])[cH:25][c:24]([CH3:26])[cH:23][n:22]4)[CH2:32][CH2:31]3)[cH:15][cH:16]2)[C:4](=[O:7])[O:5][CH2:6]1.[ClH:17]. The reactants are O (water), C([O-])([O-])=O.[K+].[K+] (potassium carbonate), FC(S(=O)(=O)OCP(=O)(OCC)OCC)(F)F (diethoxy-phosphorylmethyl trifluoro-methanesulphonate), CNC(=O)N1CCC2=CC(=CC=C12)NS(=O)(=O)C1=CC(=CC(=C1)Cl)Cl (5-(3,5-dichloro-phenylsulphonylamino)-2,3-dihydro-indole-1-carboxylic acid-methylamide). Run in CN(C=O)C (dimethylformamide), C(C)(=O)OCC (ethyl acetate). Run at time 3 hour. The product is ClC=1C=C(C=C(C1)Cl)S(=O)(=O)N(C=1C=C2CCN(C2=CC1)C(NC)=O)CP(OCC)(OCC)=O (diethyl {[(3,5-dichloro-phenylsulphonyl)-(1-methylcarbamoyl-2,3-dihydro-1H-indol-5-yl)-amino]-methyl}-phosphonate). As a reaction SMILES: [CH3:1][NH:2][C:3]([N:5]1[C:13]2[C:8](=[CH:9][C:10]([NH:14][S:15]([C:18]3[CH:23]=[C:22]([Cl:24])[CH:21]=[C:20]([Cl:25])[CH:19]=3)(=[O:17])=[O:16])=[CH:11][CH:12]=2)[CH2:7][CH2:6]1)=[O:4].C(=O)([O-])[O-].[K+].[K+].FC(F)(F)S(O[CH2:38][P:39]([O:44][CH2:45][CH3:46])([O:41][CH2:42][CH3:43])=[O:40])(=O)=O.O>CN(C)C=O.C(OCC)(=O)C>[Cl:24][C:22]1[CH:23]=[C:18]([S:15]([N:14]([CH2:38][P:39](=[O:40])([O:44][CH2:45][CH3:46])[O:41][CH2:42][CH3:43])[C:10]2[CH:9]=[C:8]3[C:13](=[CH:12][CH:11]=2)[N:5]([C:3](=[O:4])[NH:2][CH3:1])[CH2:6][CH2:7]3)(=[O:17])=[O:16])[CH:19]=[C:20]([Cl:25])[CH:21]=1 |f:1.2.3|. Procedure: 2.2 g 5-(3,5-dichloro-phenylsulphonylamino)-2,3-dihydro-indole-1-carboxylic acid-methylamide are dissolved in 15 ml dimethylformamide. To this are added 1.67 g potassium carbonate and 1.32 ml diethoxy-phosphorylmethyl trifluoro-methanesulphonate. The mixture is left for 3 hours at ambient temperature with stirring, the solvent is eliminated in vacuo and the residue is divided between water and ethyl acetate. The aqueous phase is extracted twice from ethyl acetate and the combined organic phases ... The reactants are C1CCC2=NCCCN2CC1, C1CCOC1, CC(Cc1ccc(CO)cc1)Nc1nccc(N2CCC(=O)N3CC=C(c4ccccc4)N=C32)n1, [N-]=[N+]=NP(=O)(c1ccccc1)c1ccccc1. Product: CC(Cc1ccc(CN=[N+]=[N-])cc1)Nc1nccc(N2CCC(=O)N3CC=C(c4ccccc4)N=C32)n1. As a reaction SMILES: [N:36]12[CH2:37][CH2:38][CH2:39][N:40]=[C:41]1[CH2:42][CH2:43][CH2:44][CH2:45][CH2:46]2.[O:64]1[CH2:65][CH2:66][CH2:67][CH2:68]1.[OH:1][CH2:2][c:3]1[cH:4][cH:5][c:6]([CH2:9][CH:10]([CH3:11])[NH:12][c:13]2[n:14][cH:15][cH:16][c:17]([N:19]3[C:20]4=[N:29][C:28]([c:30]5[cH:31][cH:32][cH:33][cH:34][cH:35]5)=[CH:27][CH2:26][N:21]4[C:22](=[O:25])[CH2:23][CH2:24]3)[n:18]2)[cH:7][cH:8]1.[c:47]1([P:48]([c:49]2[cH:50][cH:51][cH:52][cH:53][cH:54]2)(=[O:55])[N:61]=[N+:62]=[N-:63])[cH:56][cH:57][cH:58][cH:59][cH:60]1>>[CH2:2]([c:3]1[cH:4][cH:5][c:6]([CH2:9][CH:10]([CH3:11])[NH:12][c:13]2[n:14][cH:15][cH:16][c:17]([N:19]3[C:20]4=[N:29][C:28]([c:30]5[cH:31][cH:32][cH:33][cH:34][cH:35]5)=[CH:27][CH2:26][N:21]4[C:22](=[O:25])[CH2:23][CH2:24]3)[n:18]2)[cH:7][cH:8]1)[N:61]=[N+:62]=[N-:63].